describe an organic reaction: reactants, conditions, products, and yield From a dataset of the Open Reaction Database (ORD), a public repository of structured organic reaction records. Product: CC=1C(=NC=C(C1OC)C)CSC=1NC=2C(=NC=CC2)N1 (2-[(3,5-dimethyl-4-methoxy-2-pyridyl)methylthio]imidazo[4,5-b]pyridine). Run in O (water). RXN SMILES: Cl[C:2]1[NH:3][C:4]2[C:5]([N:10]=1)=[N:6][CH:7]=[CH:8][CH:9]=2.NC(N)=[S:13].C(O)C.Cl.Cl[CH2:20][C:21]1[C:26]([CH3:27])=[C:25]([O:28][CH3:29])[C:24]([CH3:30])=[CH:23][N:22]=1>O>[CH3:27][C:26]1[C:21]([CH2:20][S:13][C:2]2[NH:3][C:4]3[C:5]([N:10]=2)=[N:6][CH:7]=[CH:8][CH:9]=3)=[N:22][CH:23]=[C:24]([CH3:30])[C:25]=1[O:28][CH3:29] |f:3.4|. Reactants: ClC=1NC=2C(=NC=CC2)N1 (2-chloro-imidazo[4,5-b]pyridine), NC(=S)N (thiourea), C(C)O (ethanol), Cl.ClCC1=NC=C(C(=C1C)OC)C (2-chloromethyl-3,5-dimethyl-4-methoxypyridine hydrochloride). Reported procedure: 737 Milligrams of 2-chloro-imidazo[4,5-b]pyridine, 0.4 g of thiourea and 20 ml of ethanol were mixed together and this mixture was refluxed for 2 hours. Next, 666 mg of 2-chloromethyl-3,5-dimethyl-4-methoxypyridine hydrochloride was added to the reaction mixture and refluxed for 5 hours. After the reaction was completed, ethanol was removed by evaporation, then to the residue thus obtained was added water and this solution was extracted with chloroform. The chloroform extract was dried with anhy... Starting materials: N1=C(C=CC=C1)C=C1C(N(C(S1)=O)CCCCSC1=CC=CC=2N1C=CN2)=O (5-(2-pyridyl)methylene-3-[4-(imidazo[1,2-a]pyridin-5-ylthio)butyl]thiazolidine-2,4-dione), Cl (hydrochloric acid). Run in CO (methanol). Product: Cl.N1=C(C=CC=C1)C=C1C(N(C(S1)=O)CCCCSC1=CC=CC=2N1C=CN2)=O (5-(2-pyridyl)methylene-3-[4-(imidazo[1,2-a]pyridin-5-ylthio)butyl]thiazolidine-2,4-dione hydrochloride). RXN SMILES: [N:1]1[CH:6]=[CH:5][CH:4]=[CH:3][C:2]=1[CH:7]=[C:8]1[S:12][C:11](=[O:13])[N:10]([CH2:14][CH2:15][CH2:16][CH2:17][S:18][C:19]2[N:24]3[CH:25]=[CH:26][N:27]=[C:23]3[CH:22]=[CH:21][CH:20]=2)[C:9]1=[O:28].[ClH:29]>CO>[ClH:29].[N:1]1[CH:6]=[CH:5][CH:4]=[CH:3][C:2]=1[CH:7]=[C:8]1[S:12][C:11](=[O:13])[N:10]([CH2:14][CH2:15][CH2:16][CH2:17][S:18][C:19]2[N:24]3[CH:25]=[CH:26][N:27]=[C:23]3[CH:22]=[CH:21][CH:20]=2)[C:9]1=[O:28] |f:3.4|. Procedure: To a solution of 1.483 g (3.61 mmol) of 5-(2-pyridyl)methylene-3-[4-(imidazo[1,2-a]pyridin-5-ylthio)butyl]thiazolidine-2,4-dione in 30 ml of methanol, 0.42 ml of concentrated hydrochloric acid was added. After the solvent was distilled off, the residue was crystallized from dichloromethane-diethyl ether to yield 1.61 g (99.8%, white crystal) of the desired product. Starting materials: COC(=O)N(C=1C=C(C=CC1CN1CCCC1)C(=O)C=1C2=C(SC1C1=CC=C(C=C1)OCCN1CCCC1)C=C(C=C2)OCC2=CC=CC=C2)C (6-benzyloxy-2-[4-[2-(1-pyrrolidinyl)ethoxy]phenyl]benzo[b]thiophen-3-yl 3-[(methoxycarbonyl)(methyl)amino]-4-(1-pyrrolidinylmethyl)phenyl ketone), C[Si](C)(C)I (trimethylsilyl iodide). The solvent is C(Cl)Cl (CH2Cl2). Reaction conditions: time 5.5 hour. Product: CNC=1C=C(C=CC1CN1CCCC1)C(=O)C=1C2=C(SC1C1=CC=C(C=C1)OCCN1CCCC1)C=C(C=C2)OCC2=CC=CC=C2 (6-Benzyloxy-2-[4-[2-(1-pyrrolidinyl)ethoxy]phenyl]benzo[b]thiophen-3-yl 3-Methylamino-4-(1-pyrrolidinylmethyl)phenyl Ketone). Isolated yield 37.3%. As a reaction SMILES: CO[C:3]([N:5](C)[C:6]1[CH:7]=[C:8]([C:18]([C:20]2[C:21]3[CH:42]=[CH:41][C:40]([O:43][CH2:44][C:45]4[CH:50]=[CH:49][CH:48]=[CH:47][CH:46]=4)=[CH:39][C:22]=3[S:23][C:24]=2[C:25]2[CH:30]=[CH:29][C:28]([O:31][CH2:32][CH2:33][N:34]3[CH2:38][CH2:37][CH2:36][CH2:35]3)=[CH:27][CH:26]=2)=[O:19])[CH:9]=[CH:10][C:11]=1[CH2:12][N:13]1[CH2:17][CH2:16][CH2:15][CH2:14]1)=O.C[Si](I)(C)C>C(Cl)Cl>[CH3:3][NH:5][C:6]1[CH:7]=[C:8]([C:18]([C:20]2[C:21]3[CH:42]=[CH:41][C:40]([O:43][CH2:44][C:45]4[CH:50]=[CH:49][CH:48]=[CH:47][CH:46]=4)=[CH:39][C:22]=3[S:23][C:24]=2[C:25]2[CH:26]=[CH:27][C:28]([O:31][CH2:32][CH2:33][N:34]3[CH2:38][CH2:37][CH2:36][CH2:35]3)=[CH:29][CH:30]=2)=[O:19])[CH:9]=[CH:10][C:11]=1[CH2:12][N:13]1[CH2:14][CH2:15][CH2:16][CH2:17]1. Reported procedure: The 379 mg of 6-benzyloxy-2-[4-[2-(1-pyrrolidinyl)ethoxy]phenyl]benzo[b]thiophen-3-yl 3-[(methoxycarbonyl)(methyl)amino]-4-(1-pyrrolidinylmethyl)phenyl ketone (Part G) was dissolved in 5.5 mL of dry CH2Cl2. To the solution was added 0.31 mL of trimethylsilyl iodide. The reaction mixture was stirred for 5.5 h. The reaction was quenched with 0.3 mL of MeOH and the mixture was concentrated to dryness under reduced pressure. Purification by flash chromatography (silica gel, 5% to 8% [10% conc NH4OH/... Reactants: B, CC(C)(C)OC(=O)N1CCC(O)C1C(=O)O, C1CCOC1. The product is CC(C)(C)OC(=O)N1CCC(O)C1CO. RXN SMILES: [BH3:17].[C:1]([CH3:2])([CH3:3])([CH3:4])[O:5][C:6](=[O:7])[N:8]1[CH:9]([C:14](=[O:15])[OH:16])[CH:10]([OH:13])[CH2:11][CH2:12]1.[CH2:18]1[O:19][CH2:20][CH2:21][CH2:22]1>>[C:1]([CH3:2])([CH3:3])([CH3:4])[O:5][C:6](=[O:7])[N:8]1[CH:9]([CH2:14][OH:15])[CH:10]([OH:13])[CH2:11][CH2:12]1. Starting materials: BrBr (bromine), BrBr (Br2), C(C)OP(=O)(OCC)COCCN1C=2N=C(NC(C2N=C1)=O)N (9-(2'-(diethylphosphonomethoxy)ethyl)guanine). Run in O (H2O). Reaction conditions: time 1 hour. Product: BrC=1N(C=2N=C(NC(C2N1)=O)N)CCOCP(=O)(OCC)OCC (8-bromo-9-(2'-(diethylphosphonomethoxy)ethyl)guanine). As a reaction SMILES: [CH2:1]([O:3][P:4]([CH2:9][O:10][CH2:11][CH2:12][N:13]1[CH:21]=[N:20][C:19]2[C:18](=[O:22])[NH:17][C:16]([NH2:23])=[N:15][C:14]1=2)([O:6][CH2:7][CH3:8])=[O:5])[CH3:2].[Br:24]Br>O>[Br:24][C:21]1[N:13]([CH2:12][CH2:11][O:10][CH2:9][P:4]([O:3][CH2:1][CH3:2])([O:6][CH2:7][CH3:8])=[O:5])[C:14]2[N:15]=[C:16]([NH2:23])[NH:17][C:18](=[O:22])[C:19]=2[N:20]=1. Procedure details: 9-(2'-(diethylphosphonomethoxy)ethyl)guanine (0.360 g, 1.04 mmol) was then dissolved in 10 ml H2O and treated dropwise with the aqueous bromine solution until the color of Br2 persisted. The reaction mixture was allowed to stand at 0° C. for 1 h and then was concentrated to afford a dark yellow viscous gum. Purification was accomplished by column chromatography on silica gel (MeOH--CH2Cl2) to provide 0.31 g of 8-bromo-9-(2'-(diethylphosphonomethoxy)ethyl)guanine as an orange powder. The product is C(C1=CC=CC=C1)OC1=C(OCCCCCCCCCCC(=O)O)C=CC=C1 (11-(2-Benzyloxyphenoxy)undecanoic acid). Run at time 8 hour. Yield: 92.5%. Reaction SMILES: [OH-].[K+].[CH2:3]([O:10][C:11]1[CH:16]=[CH:15][CH:14]=[CH:13][C:12]=1[OH:17])[C:4]1[CH:9]=[CH:8][CH:7]=[CH:6][CH:5]=1.C[O:19][C:20](=[O:32])[CH2:21][CH2:22][CH2:23][CH2:24][CH2:25][CH2:26][CH2:27][CH2:28][CH2:29][CH2:30]Br.Cl>O.CS(C)=O>[CH2:3]([O:10][C:11]1[CH:16]=[CH:15][CH:14]=[CH:13][C:12]=1[O:17][CH2:30][CH2:29][CH2:28][CH2:27][CH2:26][CH2:25][CH2:24][CH2:23][CH2:22][CH2:21][C:20]([OH:32])=[O:19])[C:4]1[CH:5]=[CH:6][CH:7]=[CH:8][CH:9]=1 |f:0.1|. Run in CS(=O)C (dimethyl sulfoxide), O (Water). Procedure: To a 250 mL Erlenmeyer flask was added freshly ground potassium hydroxide (4.2 g, 74.91 mmol) and 100 mL dimethyl sulfoxide. 2-benzyloxy-phenol (5 g, 24.97 mmol) and 11-bromoundecanoic acid methyl ester (7 g, 25.07 mmol) was added and the mixture was allowed to stir at room temperature overnight. Water (75 mL) was added and the solution was heated to 85° C., with stirring, for 3 hours. The reaction was cooled to room temperature and acidified with concentrated hydrochloric acid to pH 2. The acid... The reactants are Cl (hydrochloric acid), [OH-].[K+] (potassium hydroxide), C(C1=CC=CC=C1)OC1=C(C=CC=C1)O (2-benzyloxy-phenol), COC(CCCCCCCCCCBr)=O (11-bromoundecanoic acid methyl ester). Reactants: O=C1CCC(=O)N1Br, ClC(Cl)(Cl)Cl, Cc1ccc(Cl)cn1, CC(C)(C#N)N=NC(C)(C)C#N. Product: Clc1ccc(CBr)nc1. RXN SMILES: [Br:9][N:10]1[C:11](=[O:12])[CH2:13][CH2:14][C:15]1=[O:16].[C:29]([Cl:30])([Cl:31])([Cl:32])[Cl:33].[Cl:1][c:2]1[cH:3][cH:4][c:5]([CH3:8])[n:6][cH:7]1.[N:17]([C:18]([CH3:19])([CH3:20])[C:21]#[N:22])=[N:23][C:24]([CH3:25])([CH3:26])[C:27]#[N:28]>>[Cl:1][c:2]1[cH:3][cH:4][c:5]([CH2:8][Br:9])[n:6][cH:7]1.